This data is from the Open Reaction Database (ORD), a public repository of structured organic reaction records. The task is: describe an organic reaction: reactants, conditions, products, and yield Starting materials: FC(C1=NC=CC=C1)(F)F (2-(trifluoromethyl)pyridine). The reagents and catalysts are [Pt]=O (platinum oxide). The solvent is C(C)(=O)O (acetic acid), Cl (hydrochloric acid). Reaction conditions: time 3 day. Product: FC(C1NCCCC1)(F)F (2-(trifluoromethyl)piperidine), hydrochloride salt. Reaction SMILES: [F:1][C:2]([F:10])([F:9])[C:3]1[CH:8]=[CH:7][CH:6]=[CH:5][N:4]=1>C(O)(=O)C.Cl.[Pt]=O>[F:1][C:2]([F:10])([F:9])[CH:3]1[CH2:8][CH2:7][CH2:6][CH2:5][NH:4]1. Procedure details: A mixture of 2-(trifluoromethyl)pyridine (0.38 g, 2.60 mmol) and platinum oxide (0.04 g, 0.18 mmol) in acetic acid (15 mL) and concentrated hydrochloric acid (2 mL) was hydrogenated in a Parr apparatus at 40 psi for 3 d. Filtration through celite and concentration of the filtrate provided 2-(trifluoromethyl)piperidine as hydrochloride salt which was used without further purification. 1H NMR (400 MHz, methanol-d4): 4.18 (m, 1H), 3.50 (m, 1H), 3.15 (m, 1H), 2.16 (m, 1H), 1.99 (m, 2H), 1.71 (m, 3H)... The reactants are CCOC(=O)c1ccc(C=C(C)c2ccc3c(c2)C(C)(C)CCO3)cc1, CC(C)C[AlH]CC(C)C, CO, O. Yields the product CC(=Cc1ccc(CO)cc1)c1ccc2c(c1)C(C)(C)CCO2. As a reaction SMILES: [CH3:1][C:2]1([CH3:26])[CH2:3][CH2:4][O:5][c:6]2[cH:7][cH:8][c:9]([C:12](=[CH:13][c:14]3[cH:15][cH:16][c:17]([C:18](=[O:19])[O:20][CH2:21][CH3:22])[cH:23][cH:24]3)[CH3:25])[cH:10][c:11]21.[CH3:27][CH:28]([CH2:29][AlH:30][CH2:31][CH:32]([CH3:33])[CH3:34])[CH3:35].[CH3:37][OH:38].[OH2:36]>>[CH3:1][C:2]1([CH3:26])[CH2:3][CH2:4][O:5][c:6]2[cH:7][cH:8][c:9]([C:12](=[CH:13][c:14]3[cH:15][cH:16][c:17]([CH2:18][OH:19])[cH:23][cH:24]3)[CH3:25])[cH:10][c:11]21. Reactants: CC(=O)[O-], CO, COc1ccc2c(c1)c(CC(=O)O)c(C)n2-c1ncnc2cc(Cl)ccc12, [Na+]. Product: COC(=O)Cc1c(C)n(-c2ncnc3cc(Cl)ccc23)c2ccc(OC)cc12. As a reaction SMILES: [CH3:29][C:30](=[O:31])[O-:32].[CH3:33][OH:34].[Cl:1][c:2]1[cH:3][cH:4][c:5]2[c:6](-[n:12]3[c:13]([CH3:27])[c:14]([CH2:23][C:24](=[O:25])[OH:26])[c:15]4[cH:16][c:17]([O:21][CH3:22])[cH:18][cH:19][c:20]34)[n:7][cH:8][n:9][c:10]2[cH:11]1.[Na+:28]>>[Cl:1][c:2]1[cH:3][cH:4][c:5]2[c:6](-[n:12]3[c:13]([CH3:27])[c:14]([CH2:23][C:24](=[O:25])[O:26][CH3:29])[c:15]4[cH:16][c:17]([O:21][CH3:22])[cH:18][cH:19][c:20]34)[n:7][cH:8][n:9][c:10]2[cH:11]1.